This data is from the Open Reaction Database (ORD), a public repository of structured organic reaction records. The task is: describe an organic reaction: reactants, conditions, products, and yield The reactants are C1(=CC=CC2=CC=CC=C12)C=CC(=O)OCC (Ethyl 3-(naphth-1-yl)prop-2-eneate). Reagents/catalysts: [Pd] (Pd). Run in CCO (EtOH). Product: C1(=CC=CC2=CC=CC=C12)CCC(=O)OCC (Ethyl 3-(naphth-1-yl)propaneate). As a reaction SMILES: [C:1]1([CH:11]=[CH:12][C:13]([O:15][CH2:16][CH3:17])=[O:14])[C:10]2[C:5](=[CH:6][CH:7]=[CH:8][CH:9]=2)[CH:4]=[CH:3][CH:2]=1>CCO.[Pd]>[C:1]1([CH2:11][CH2:12][C:13]([O:15][CH2:16][CH3:17])=[O:14])[C:10]2[C:5](=[CH:6][CH:7]=[CH:8][CH:9]=2)[CH:4]=[CH:3][CH:2]=1. Procedure: A solution of 7 (12 g, 53.1 mmol) in 95% EtOH (180 mL) was hydrogenated over 10% Pd.C (600 mg) at room temperature using an H2 filled balloon (overnight). The reaction mixture was filtered and taken to dryness to give a 8 as a clear oil80 (11.9 g, 98%). 1H NMR (CDCl3) δ 8.05 (1H, d, J=7.8 Hz), 7.86 (1H, dd, J=2.7, 7.6 Hz), 7.75 (1H, d, J=7.6 Hz), 7.35˜7.58 (4H, m), 4.17 (2H, q, J=7.1 Hz), 3.44 (2H, t, J=8.1 Hz), 2.77 (2H, t, J=8.3 Hz), 1.26 93H, t, J=7.1 Hz). Starting materials: FC1=C(C=C(C=C1)F)N(CC(C(F)(F)F)O)CC1=CC(=CC=C1)OC(C(F)F)(F)F (3-[(2,5-difluorophenyl)[[3-(1,1,2,2-tetrafluoroethoxy)phenyl]methyl]amino]-1,1,1-trifluoro-2-propanol). The solvent is C(=O)([O-])[O-].[K+].[K+] (K2CO3), O (water). Run at temperature 145 celsius. The product is FC=1C=CC2=C(N(CC(O2)C(F)(F)F)CC2=CC(=CC=C2)OC(C(F)F)(F)F)C1 (6-fluoro-3,4-dihydro-4-[[3-(1,1,2,2-tetrafluoroethoxy)phenyl]methyl]-2-(tri-fluoromethyl)-2H-1,4-benzoxazine). Isolated yield 45.2%. As a reaction SMILES: F[C:2]1[CH:7]=[CH:6][C:5]([F:8])=[CH:4][C:3]=1[N:9]([CH2:17][C:18]1[CH:23]=[CH:22][CH:21]=[C:20]([O:24][C:25]([F:30])([F:29])[CH:26]([F:28])[F:27])[CH:19]=1)[CH2:10][CH:11]([OH:16])[C:12]([F:15])([F:14])[F:13]>C([O-])([O-])=O.[K+].[K+].O>[F:8][C:5]1[CH:6]=[CH:7][C:2]2[O:16][CH:11]([C:12]([F:13])([F:14])[F:15])[CH2:10][N:9]([CH2:17][C:18]3[CH:23]=[CH:22][CH:21]=[C:20]([O:24][C:25]([F:29])([F:30])[CH:26]([F:27])[F:28])[CH:19]=3)[C:3]=2[CH:4]=1 |f:1.2.3|. Procedure details: The 3-[(2,5-difluorophenyl)[[3-(1,1,2,2-tetrafluoroethoxy)phenyl]methyl]amino]-1,1,1-trifluoro-2-propanol (200 mg, 0.45 mmol) product from EX-661B was dissolved in anhydrous dimethylfornamide (20 mL), and powdered K2CO3 (180 mg) was added. The mixture was stirred and heated to 145° C. for 15 h. The mixture was diluted with water (60 mL) and extracted into ether (2×40 mL), which was washed with brine and water. The ether solution was dried over anhydrous MgSO4, and the ether was removed in vacuo.... Reactants: CC1(CC(CC(C1)(C)C)C1=C(C=CC(=C1)C=1SC=CN1)N1CCNCC1)C (1-[2-(3,3,5,5-tetramethylcyclohexyl)-4-thiazol-2-ylphenyl]piperazine), C1(CC1)C=O (cyclopropanecarbaldehyde), C(O)([O-])=O.[Na+] (sodium hydrogencarbonate), C(C)(=O)O[BH-](OC(C)=O)OC(C)=O.[Na+] (sodium triacetoxyborohydride), C(C)(=O)O (acetic acid). Run in O1CCCC1 (tetrahydrofuran), O (water), C(C)(=O)OCC (Ethyl acetate), C(C)(=O)OCC (ethyl acetate). Run at time 40 minute. Yields the product C1(CC1)CN1CCN(CC1)C1=C(C=C(C=C1)C=1SC=CN1)C1CC(CC(C1)(C)C)(C)C (1-cyclopropylmethyl-4-[2-(3,3,5,5-tetramethylcyclohexyl)-4-thiazol-2-ylphenyl]piperazine). As a reaction SMILES: [CH3:1][C:2]1([CH3:27])[CH2:7][C:6]([CH3:9])([CH3:8])[CH2:5][CH:4]([C:10]2[CH:15]=[C:14]([C:16]3[S:17][CH:18]=[CH:19][N:20]=3)[CH:13]=[CH:12][C:11]=2[N:21]2[CH2:26][CH2:25][NH:24][CH2:23][CH2:22]2)[CH2:3]1.[CH:28]1([CH:31]=O)[CH2:30][CH2:29]1.C(O[BH-](OC(=O)C)OC(=O)C)(=O)C.[Na+].C(O)(=O)C.C(=O)([O-])O.[Na+]>C(OCC)(=O)C.O.O1CCCC1>[CH:28]1([CH2:31][N:24]2[CH2:25][CH2:26][N:21]([C:11]3[CH:12]=[CH:13][C:14]([C:16]4[S:17][CH:18]=[CH:19][N:20]=4)=[CH:15][C:10]=3[CH:4]3[CH2:3][C:2]([CH3:27])([CH3:1])[CH2:7][C:6]([CH3:8])([CH3:9])[CH2:5]3)[CH2:22][CH2:23]2)[CH2:30][CH2:29]1 |f:2.3,5.6|. Procedure details: To a mixture of 1-[2-(3,3,5,5-tetramethylcyclohexyl)-4-thiazol-2-ylphenyl]piperazine (15 mg, 0.039 mmol) produced in Example (99c), cyclopropanecarbaldehyde (0.006 mL, 0.080 mmol) and tetrahydrofuran (2 mL) were added sodium triacetoxyborohydride (21 mg, 0.099 mmol) and acetic acid (0.003 mL, 0.052 mmol) in that order, followed by stirring for 1 hour and 40 minutes at room temperature. Ethyl acetate, saturated aqueous solution of sodium hydrogencarbonate and water were added to the reaction mixt...